Dataset: the Open Reaction Database (ORD), a public repository of structured organic reaction records. Task: describe an organic reaction: reactants, conditions, products, and yield Reactants: COc1ccccc1C(c1cccc2ccccc12)C(C#N)C#N, C[Si](C)(C)[N-][Si](C)(C)C, CI, [K+], C1CCOC1. Yields the product COc1ccccc1C(c1cccc2ccccc12)C(C)(C#N)C#N. Reaction SMILES: [CH3:1][O:2][c:3]1[c:4]([CH:9]([CH:10]([C:11]#[N:12])[C:13]#[N:14])[c:15]2[cH:16][cH:17][cH:18][c:19]3[cH:20][cH:21][cH:22][cH:23][c:24]23)[cH:5][cH:6][cH:7][cH:8]1.[CH3:25][Si:26]([CH3:27])([CH3:28])[N-:29][Si:30]([CH3:31])([CH3:32])[CH3:33].[CH3:35][I:36].[K+:34].[O:37]1[CH2:38][CH2:39][CH2:40][CH2:41]1>>[CH3:1][O:2][c:3]1[c:4]([CH:9]([C:10]([C:11]#[N:12])([C:13]#[N:14])[CH3:25])[c:15]2[cH:16][cH:17][cH:18][c:19]3[cH:20][cH:21][cH:22][cH:23][c:24]23)[cH:5][cH:6][cH:7][cH:8]1. Reactants: N(=O)[O-].[Na+] (NaNO2), C(#N)CC=1SC2=C(N1)C=CC=C2 (2-cyanomethyl-benzthiazole). The solvent is O (water), C(C)(=O)O (acetic acid). Yields the product S1C(=NC2=C1C=CC=C2)C(C#N)=NO (α-[Benzthiazol-2-yl]-α-oximino-acetonitrile). As a reaction SMILES: [N:1]([O-:3])=O.[Na+].[C:5]([CH2:7][C:8]1[S:9][C:10]2[CH:16]=[CH:15][CH:14]=[CH:13][C:11]=2[N:12]=1)#[N:6]>O.C(O)(=O)C>[S:9]1[C:10]2[CH:16]=[CH:15][CH:14]=[CH:13][C:11]=2[N:12]=[C:8]1[C:7](=[N:1][OH:3])[C:5]#[N:6] |f:0.1|. Reported procedure: A solution of 7.8 g (0.1 mol) of NaNO2 in 20 ml of water is added dropwise at room temperature to 17.4 g (0.1 mol) of 2-cyanomethyl-benzthiazole in 50 ml of glacial acetic acid. The end product is filtered off after 2 hours and washed with water: 19.5 g (96% of theory), melting point >170° (decomposition).